Dataset: the Open Reaction Database (ORD), a public repository of structured organic reaction records. Task: describe an organic reaction: reactants, conditions, products, and yield Reactants: [Br-], CC[Mg+], CC1(C)C(C(=O)Cl)C1(C)C, [Cl-], [Cl-], ClCCl, Fc1ccc2[nH]ccc2c1, [Zn+2]. The product is CC1(C)C(C(=O)c2c[nH]c3ccc(F)cc23)C1(C)C. Reaction SMILES: [Br-:11].[CH2:12]([Mg+:13])[CH3:14].[CH3:15][C:16]1([CH3:24])[CH:17]([C:21](=[O:22])[Cl:23])[C:18]1([CH3:19])[CH3:20].[Cl-:28].[Cl-:30].[Cl:25][CH2:26][Cl:27].[F:1][c:2]1[cH:3][c:4]2[cH:5][cH:6][nH:7][c:8]2[cH:9][cH:10]1.[Zn+2:29]>>[F:1][c:2]1[cH:3][c:4]2[c:5]([C:21]([CH:17]3[C:16]([CH3:15])([CH3:24])[C:18]3([CH3:19])[CH3:20])=[O:22])[cH:6][nH:7][c:8]2[cH:9][cH:10]1.